This data is from the Open Reaction Database (ORD), a public repository of structured organic reaction records. The task is: describe an organic reaction: reactants, conditions, products, and yield Starting materials: CC(C)(C)OC(=O)NC(=N)c1ccc(OCCCN2CCNC(=O)C2=O)cc1, CN(C)C=O, C1CCC2=NCCCN2CC1, O=C(C=Cc1cccnc1)OC(c1ccccc1)c1ccccc1. Product: CC(C)(C)OC(=O)NC(=N)c1ccc(OCCCN2CCN(C(CC(=O)OC(c3ccccc3)c3ccccc3)c3cccnc3)C(=O)C2=O)cc1. As a reaction SMILES: [C:1]([CH3:2])([CH3:3])([CH3:4])[O:5][C:6](=[O:7])[NH:8][C:9](=[NH:10])[c:11]1[cH:12][cH:13][c:14]([O:15][CH2:16][CH2:17][CH2:18][N:19]2[C:20](=[O:26])[C:21](=[O:25])[NH:22][CH2:23][CH2:24]2)[cH:27][cH:28]1.[CH3:64][N:65]([CH3:66])[CH:67]=[O:68].[N:53]12[CH2:54][CH2:55][CH2:56][N:57]=[C:58]1[CH2:59][CH2:60][CH2:61][CH2:62][CH2:63]2.[n:29]1[cH:30][c:31]([CH:35]=[CH:36][C:37](=[O:38])[O:39][CH:40]([c:41]2[cH:42][cH:43][cH:44][cH:45][cH:46]2)[c:47]2[cH:48][cH:49][cH:50][cH:51][cH:52]2)[cH:32][cH:33][cH:34]1>>[C:1]([CH3:2])([CH3:3])([CH3:4])[O:5][C:6](=[O:7])[NH:8][C:9](=[NH:10])[c:11]1[cH:12][cH:13][c:14]([O:15][CH2:16][CH2:17][CH2:18][N:19]2[C:20](=[O:26])[C:21](=[O:25])[N:22]([CH:35]([c:31]3[cH:30][n:29][cH:34][cH:33][cH:32]3)[CH2:36][C:37](=[O:38])[O:39][CH:40]([c:41]3[cH:42][cH:43][cH:44][cH:45][cH:46]3)[c:47]3[cH:48][cH:49][cH:50][cH:51][cH:52]3)[CH2:23][CH2:24]2)[cH:27][cH:28]1.